Task: describe an organic reaction: reactants, conditions, products, and yield. Dataset: the Open Reaction Database (ORD), a public repository of structured organic reaction records The product is C=CCOc1cc(F)cc(CC(NC(=O)CCCC(=O)N(CC=C)CCC)C(O)CN(Cc2cccc(CC)c2)C(=O)OCc2ccccc2)c1. As a reaction SMILES: [CH2:16]([Cl:17])[CH2:18][Cl:19].[CH2:1]([CH:2]=[CH2:3])[N:4]([C:5](=[O:6])[CH2:7][CH2:8][CH2:9][C:10](=[O:11])[OH:12])[CH2:13][CH2:14][CH3:15].[CH2:37]([CH:38]=[CH2:39])[O:40][c:41]1[cH:42][c:43]([CH2:44][CH:45]([CH:46]([CH2:47][N:48]([CH2:49][c:50]2[cH:51][c:52]([CH2:56][CH3:57])[cH:53][cH:54][cH:55]2)[C:58](=[O:59])[O:60][CH2:61][c:62]2[cH:63][cH:64][cH:65][cH:66][cH:67]2)[OH:68])[NH3+:69])[cH:70][c:71]([F:73])[cH:72]1.[CH3:77][CH2:78][O:79][C:80]([CH3:81])=[O:82].[Cl:74][CH2:75][Cl:76].[F:30][C:31]([F:32])([F:33])[C:34]([O-:35])=[O:36].[OH:20][n:21]1[c:22]2[c:23]([cH:24][cH:25][cH:26][cH:27]2)[n:28][n:29]1>>[CH2:1]([CH:2]=[CH2:3])[N:4]([C:5](=[O:6])[CH2:7][CH2:8][CH2:9][C:10](=[O:12])[NH:69][CH:45]([CH2:44][c:43]1[cH:42][c:41]([O:40][CH2:37][CH:38]=[CH2:39])[cH:72][c:71]([F:73])[cH:70]1)[CH:46]([CH2:47][N:48]([CH2:49][c:50]1[cH:51][c:52]([CH2:56][CH3:57])[cH:53][cH:54][cH:55]1)[C:58](=[O:59])[O:60][CH2:61][c:62]1[cH:63][cH:64][cH:65][cH:66][cH:67]1)[OH:68])[CH2:13][CH2:14][CH3:15]. Reactants: ClCCCl, C=CCN(CCC)C(=O)CCCC(=O)O, C=CCOc1cc(F)cc(CC([NH3+])C(O)CN(Cc2cccc(CC)c2)C(=O)OCc2ccccc2)c1, CCOC(C)=O, ClCCl, O=C([O-])C(F)(F)F, On1nnc2ccccc21. The reactants are N (ammonia), Cl.N1=CC=CC=C1 (pyridine hydrochloride), C(C1=CC=CC=C1)[C@@]12CCC([C@H]3[C@]14C=1C(=C(C=CC1C[C@H]2N(CC4)CC4CC4)OC)O3)=O (14β-benzyl-17-cyclopropylmethyl-4,5α-epoxy-3-methoxymorphinan-6-one), Cl.N1=CC=CC=C1 (pyridine hydrochloride). Solvent: ice water. Run at temperature 160 celsius, time 1 hour. Product: C(C1=CC=CC=C1)[C@@]12CCC([C@H]3[C@]14C=1C(=C(C=CC1C[C@H]2N(CC4)CC4CC4)O)O3)=O (14β-benzyl-17-cyclopropylmethyl-4,5α-epoxy-3-hydroxymorphinan-6-one). RXN SMILES: Cl.N1C=CC=CC=1.[CH2:8]([C@:15]12[C@@H:28]3[N:29]([CH2:32][CH:33]4[CH2:35][CH2:34]4)[CH2:30][CH2:31][C@:20]41[C:21]1[C:22]([O:38][C@H:19]4[C:18](=[O:39])[CH2:17][CH2:16]2)=[C:23]([O:36]C)[CH:24]=[CH:25][C:26]=1[CH2:27]3)[C:9]1[CH:14]=[CH:13][CH:12]=[CH:11][CH:10]=1.N>>[CH2:8]([C@:15]12[C@@H:28]3[N:29]([CH2:32][CH:33]4[CH2:34][CH2:35]4)[CH2:30][CH2:31][C@:20]41[C:21]1[C:22]([O:38][C@H:19]4[C:18](=[O:39])[CH2:17][CH2:16]2)=[C:23]([OH:36])[CH:24]=[CH:25][C:26]=1[CH2:27]3)[C:9]1[CH:10]=[CH:11][CH:12]=[CH:13][CH:14]=1 |f:0.1|. Procedure: 12.5 g of pyridine hydrochloride and 5.2 g (12 mMol) of the compound of example 3 are mixed at room temperature, and heated to 160° C. whilst stirring. After 1 hour, a further 12.5 g of pyridine hydrochloride are added, and heating continues for a further hour at 160° C. After cooling, the mixture is taken up in ice water, rendered basic with conc. ammonia and extracted three times with methylene chloride. The organic phases are dried over Na2SO4, concentrated by evaporation and flash-chromatogr...